Dataset: the Open Reaction Database (ORD), a public repository of structured organic reaction records. Task: describe an organic reaction: reactants, conditions, products, and yield Reactants: CC=1C=CC(=CC1)S(=O)(=O)O (p-TSA), CN1N=CC(=C1)C1=CC=C(N=N1)N1CCC2(OCCO2)CC1 (8-(6-(1-methyl-1H-pyrazol-4-yl)pyridazin-3-yl)-1,4-dioxa-8-azaspiro[4.5]decane), O (H2O). The solvent is CC(=O)C.O (acetone H2O). Conditions: temperature 65 celsius, time 6 hour. Yields the product CN1N=CC(=C1)C1=CC=C(N=N1)N1CCC(CC1)=O (1-(6-(1-methyl-1H-pyrazol-4-yl)pyridazin-3-yl)piperidin-4-one). Reaction SMILES: [CH3:1][N:2]1[CH:6]=[C:5]([C:7]2[N:12]=[N:11][C:10]([N:13]3[CH2:22][CH2:21][C:16]4(OCC[O:17]4)[CH2:15][CH2:14]3)=[CH:9][CH:8]=2)[CH:4]=[N:3]1.CC1C=CC(S(O)(=O)=O)=CC=1.O>CC(C)=O.O>[CH3:1][N:2]1[CH:6]=[C:5]([C:7]2[N:12]=[N:11][C:10]([N:13]3[CH2:22][CH2:21][C:16](=[O:17])[CH2:15][CH2:14]3)=[CH:9][CH:8]=2)[CH:4]=[N:3]1 |f:3.4|. Reported procedure: To a solution of 8-(6-(1-methyl-1H-pyrazol-4-yl)pyridazin-3-yl)-1,4-dioxa-8-azaspiro[4.5]decane, prepared as in STEP 2 above (1.8 g, 6 mmol) in acetone/H2O (30 mL/30 mL) was added p-TSA.H2O (1.37 g, 7.2 mmol). The resulting mixture was stirred at 65° C. for 6 h and then concentrated to remove most of organic solvent. The residue was poured into CH2Cl2/H2O/Na2CO3(aq) (50 mL/25 mL/25 mL). The aqueous layer was extracted with CH2Cl2 (50 mL). The combined organic layer was dried (Na2SO4), and filter... Reactants: C[C@H]1OC(C2=CC=C(C=C2C1)[C@@H]1CN2[C@H](CO1)CN(CC2)C(=O)OC(C)(C)C)=O (tert-Butyl (3R,9aS)-3-[(3R)-3-methyl-1-oxo-3,4-dihydro-1H-isochromen-6-yl]hexahydropyrazino[2,1-c][1,4]oxazine-8(1H)-carboxylate), C[C@H]1OC(C2=CC=C(C=C2C1)[C@H]1CN2[C@H](CO1)CN(CC2)C(=O)OC(C)(C)C)=O (tert-Butyl (3S,9aS)-3-[(3R)-3-methyl-1-oxo-3,4-dihydro-1H-isochromen-6-yl]hexahydropyrazino[2,1-c][1,4]oxazine-8(1H)-carboxylate), BrC=1C=C2C[C@@H](OC(C2=CC1)=O)C ((3S)-6-Bromo-3-methyl-3,4-dihydro-1H-isochromen-1-one), OC[C@H]1CN(CCN1)C(=O)OC(C)(C)C (tert-butyl (3R)-3-(hydroxymethyl)piperazine-1-carboxylate). The product is C[C@@H]1OC(C2=CC=C(C=C2C1)[C@H]1CN2[C@@H](CO1)CN(CC2)C(=O)OC(C)(C)C)=O (tert-Butyl (3S,9aR)-3-[(3S)-3-methyl-1-oxo-3,4-dihydro-1H-isochromen-6-yl]hexahydropyrazino[2,1-c][1,4]oxazine-8(1H)-carboxylate), C[C@@H]1OC(C2=CC=C(C=C2C1)[C@@H]1CN2[C@@H](CO1)CN(CC2)C(=O)OC(C)(C)C)=O (tert-Butyl (3R,9aR)-3-[(3S)-3-methyl-1-oxo-3,4-dihydro-1H-isochromen-6-yl]hexahydropyrazino[2,1-c][1,4]oxazine-8(1H)-carboxylate). Reaction SMILES: [CH3:1][C@@H:2]1[CH2:11][C:10]2[C:5](=[CH:6][CH:7]=[C:8]([C@H:12]3[O:17][CH2:16][C@@H:15]4[CH2:18][N:19]([C:22]([O:24][C:25]([CH3:28])([CH3:27])[CH3:26])=[O:23])[CH2:20][CH2:21][N:14]4[CH2:13]3)[CH:9]=2)[C:4](=[O:29])[O:3]1.[CH3:30][C@@H:31]1[CH2:40][C:39]2[C:34](=[CH:35][CH:36]=[C:37]([C@@H:41]3[O:46][CH2:45][C@@H:44]4[CH2:47][N:48]([C:51]([O:53][C:54]([CH3:57])([CH3:56])[CH3:55])=[O:52])[CH2:49][CH2:50][N:43]4[CH2:42]3)[CH:38]=2)[C:33](=[O:58])[O:32]1.BrC1C=C2C(=CC=1)C(=O)O[C@@H](C)C2.OC[C@@H]1NCCN(C(OC(C)(C)C)=O)C1>>[CH3:1][C@H:2]1[CH2:11][C:10]2[C:5](=[CH:6][CH:7]=[C:8]([C@@H:12]3[O:17][CH2:16][C@H:15]4[CH2:18][N:19]([C:22]([O:24][C:25]([CH3:28])([CH3:27])[CH3:26])=[O:23])[CH2:20][CH2:21][N:14]4[CH2:13]3)[CH:9]=2)[C:4](=[O:29])[O:3]1.[CH3:30][C@H:31]1[CH2:40][C:39]2[C:34](=[CH:35][CH:36]=[C:37]([C@H:41]3[O:46][CH2:45][C@H:44]4[CH2:47][N:48]([C:51]([O:53][C:54]([CH3:57])([CH3:56])[CH3:55])=[O:52])[CH2:49][CH2:50][N:43]4[CH2:42]3)[CH:38]=2)[C:33](=[O:58])[O:32]1. Reported procedure: Intermediates 8E and 8F were prepared in a similar manner as Intermediates 8A and 8B except (3S)-6-Bromo-3-methyl-3,4-dihydro-1H-isochromen-1-one and tert-butyl (3R)-3-(hydroxymethyl)piperazine-1-carboxylate were used as the starting materials. The cis/trans mixture was purified via MPLC (20-65% EtOAc/Hex). The faster eluting diastereomer was the trans isomer: 8E: 1H NMR (500 MHz; CDCl3): 8.07 (d, J=8.2 Hz, 1H), 7.35 (d, J=8.0 Hz, 1H), 7.27 (s, 1H), 4.71 (dd, J=2.0, 10.7 Hz, 1H), 4.68 (m, 1H), 4... Reactants: Cc1nc2ccccc2cc1C(=O)O, Cl, [OH-], O. Product: O=C(O)c1cc2ccccc2nc1C(=O)O. As a reaction SMILES: [CH3:1][c:2]1[n:3][c:4]2[cH:5][cH:6][cH:7][cH:8][c:9]2[cH:10][c:11]1[C:12](=[O:13])[OH:14].[Cl:16].[OH-:15].[OH2:17]>>[C:1]([c:2]1[n:3][c:4]2[cH:5][cH:6][cH:7][cH:8][c:9]2[cH:10][c:11]1[C:12](=[O:13])[OH:14])(=[O:15])[OH:17]. Reactants: COC(CCNC(C1=CC=C(C=C1)C(CC(C)C)SC1=CC(=C(C(=C1)C)Br)C)=O)=O (3-{4-[1-(4-bromo-3,5-dimethyl-phenylsulfanyl)-3-methyl-butyl]-benzoylamino}-propionic acid methyl ester), FC(C1=CC=C(C=C1)B(O)O)(F)F (4-trifluoromethyl phenyl boronic acid). The product is CC1=C(C(=CC(=C1)SC(CC(C)C)C1=CC=C(C(=O)NCCC(=O)O)C=C1)C)C1=CC=C(C=C1)C(F)(F)F (3-{4-[1-(2,6-dimethyl-4′-trifluoromethyl-biphenyl-4-ylsulfanyl)-3-methyl-butyl]-benzoylamino}-propionic acid). As a reaction SMILES: C[O:2][C:3](=[O:30])[CH2:4][CH2:5][NH:6][C:7](=[O:29])[C:8]1[CH:13]=[CH:12][C:11]([CH:14]([S:19][C:20]2[CH:25]=[C:24]([CH3:26])[C:23](Br)=[C:22]([CH3:28])[CH:21]=2)[CH2:15][CH:16]([CH3:18])[CH3:17])=[CH:10][CH:9]=1.[F:31][C:32]([F:43])([F:42])[C:33]1[CH:38]=[CH:37][C:36](B(O)O)=[CH:35][CH:34]=1>>[CH3:28][C:22]1[CH:21]=[C:20]([S:19][CH:14]([C:11]2[CH:12]=[CH:13][C:8]([C:7]([NH:6][CH2:5][CH2:4][C:3]([OH:2])=[O:30])=[O:29])=[CH:9][CH:10]=2)[CH2:15][CH:16]([CH3:17])[CH3:18])[CH:25]=[C:24]([CH3:26])[C:23]=1[C:36]1[CH:37]=[CH:38][C:33]([C:32]([F:43])([F:42])[F:31])=[CH:34][CH:35]=1. Procedure: The title compound is prepared in a manner substantially similar to Example 358 starting from enantiomerically purified 3-{4-[1-(4-bromo-3,5-dimethyl-phenylsulfanyl)-3-methyl-butyl]-benzoylamino}-propionic acid methyl ester and 4-trifluoromethyl phenyl boronic acid. Isomer 1 MS: 542.2 [M−H]−; Isomer 2 MS: 542.2 [M−H]−. Reactants: CN1C=NC=2C(=NC=3C=C4C(=CC3C21)C=CC=C4)Cl (1-methyl-4-chlorobenzo(g)imidazo(4,5-c)quinoline), CN (MeNH2). Solvent: CCOC(=O)C (EtOAc). Run at temperature 80 celsius. Yields the product CN1C=NC=2C(=NC=3C=C4C(=CC3C21)C=CC=C4)NC (1-methyl-4-methylaminobenzo(g)imidazo(4,5-c)quinoline). The yield is 4.0%. RXN SMILES: [CH3:1][N:2]1[C:14]2[C:13]3[CH:12]=[C:11]4[CH:15]=[CH:16][CH:17]=[CH:18][C:10]4=[CH:9][C:8]=3[N:7]=[C:6](Cl)[C:5]=2[N:4]=[CH:3]1.[CH3:20][NH2:21]>CCOC(C)=O>[CH3:1][N:2]1[C:14]2[C:13]3[CH:12]=[C:11]4[CH:15]=[CH:16][CH:17]=[CH:18][C:10]4=[CH:9][C:8]=3[N:7]=[C:6]([NH:21][CH3:20])[C:5]=2[N:4]=[CH:3]1. Procedure details: A mixture of 1-methyl-4-chlorobenzo(g)imidazo(4,5-c)quinoline (Preparation 19 in Example 11) (130 mg, 0.49 mmol) and MeNH2 (2.0M/THF, 1.5 mL, 2.92 mmol) was heated in a pressure tube at 80° C. for 18 hours. After the reaction mixture was cooled to RT, it was diluted with EtOAc (100 mL), washed with sat'd NaCO3 (50 mL), and brine. The organic layer was dried over MgSO4, filtered and evaporated in vacuo. The crude material was submitted to flash chromatography (5% MeOH/EtOAc) affording the title c...